describe an organic reaction: reactants, conditions, products, and yield From a dataset of the Open Reaction Database (ORD), a public repository of structured organic reaction records. The reactants are CCCCN(CCCC)c1cccc2c(S(=O)(=O)Cl)cccc12, CC(C)=O, NC(CC(=O)O)C(=O)O, [Na+], O=C([O-])O, O. Yields the product CCCCN(CCCC)c1cccc2c(S(=O)(=O)NC(CC(=O)O)C(=O)O)cccc12. RXN SMILES: [CH2:15]([CH2:16][CH2:17][CH3:18])[N:19]([c:20]1[c:21]2[cH:22][cH:23][cH:24][c:25]([S:30](=[O:31])(=[O:32])[Cl:33])[c:26]2[cH:27][cH:28][cH:29]1)[CH2:34][CH2:35][CH2:36][CH3:37].[CH3:39][C:40](=[O:41])[CH3:42].[NH2:1][CH:2]([CH2:3][C:4]([OH:5])=[O:6])[C:7]([OH:8])=[O:9].[Na+:14].[O-:10][C:11]([OH:12])=[O:13].[OH2:38]>>[NH:1]([CH:2]([CH2:3][C:4]([OH:5])=[O:6])[C:7]([OH:8])=[O:9])[S:30]([c:25]1[cH:24][cH:23][cH:22][c:21]2[c:20]([N:19]([CH2:15][CH2:16][CH2:17][CH3:18])[CH2:34][CH2:35][CH2:36][CH3:37])[cH:29][cH:28][cH:27][c:26]21)(=[O:31])=[O:32]. The reactants are CCOC(=O)C1CCN(C(=O)C2(C)CC2)CC1, C1CCOC1, CCO, [Li+], [OH-], O. The product is CC1(C(=O)N2CCC(C(=O)O)CC2)CC1. Reaction SMILES: [CH2:1]([CH3:2])[O:3][C:4](=[O:5])[CH:6]1[CH2:7][CH2:8][N:9]([C:12](=[O:13])[C:14]2([CH3:17])[CH2:15][CH2:16]2)[CH2:10][CH2:11]1.[CH2:20]1[O:21][CH2:22][CH2:23][CH2:24]1.[CH3:26][CH2:27][OH:28].[Li+:19].[OH-:18].[OH2:25]>>[O:3]=[C:4]([OH:5])[CH:6]1[CH2:7][CH2:8][N:9]([C:12](=[O:13])[C:14]2([CH3:17])[CH2:15][CH2:16]2)[CH2:10][CH2:11]1. The reactants are Cl.CN1C(CCC1)=N (1-methyl-2-iminopyrrolidine HCl), ClC1=C(C=C(C=C1)Cl)N=C=O (2,5-dichlorophenylisocyanate), O (water), [OH-].[Na+] (sodium hydroxide). Solvent: C1=CC=CC=C1 (benzene). Product: ClC1=C(C=C(C=C1)Cl)NC(=O)N=C1N(CCC1)C (1-(2,5-dichlorophenyl)-3-(1-methyl-2-pyrrolidylidene)urea). Reaction SMILES: Cl.[CH3:2][N:3]1[CH2:7][CH2:6][CH2:5][C:4]1=[NH:8].O.[OH-].[Na+].[Cl:12][C:13]1[CH:18]=[CH:17][C:16]([Cl:19])=[CH:15][C:14]=1[N:20]=[C:21]=[O:22]>C1C=CC=CC=1>[Cl:12][C:13]1[CH:18]=[CH:17][C:16]([Cl:19])=[CH:15][C:14]=1[NH:20][C:21]([N:8]=[C:4]1[CH2:5][CH2:6][CH2:7][N:3]1[CH3:2])=[O:22] |f:0.1,3.4|. Procedure: To 6.73 g. (0.05 mole) of 1-methyl-2-iminopyrrolidine HCl is added 1 ml. of water and 50 ml. of benzene. After solution is complete (magnetic stirring), 10 ml. of aqueous sodium hydroxide (50%) is added in one portion. After stirring for about 1 min., the benzene layer is decanted onto anhydrous potassium carbonate. The extraction is repeated twice. After drying (occasional swirling) the combined benzene extracts are filtered (dicalite) from drying agent and 9.4 g. (0.05 mole) of 2,5-dichlorophe... Starting materials: ClCCl, OCc1cccnc1F, O=S(Cl)Cl. The product is Fc1ncccc1CCl. As a reaction SMILES: [Cl:14][CH2:15][Cl:16].[F:1][c:2]1[n:3][cH:4][cH:5][cH:6][c:7]1[CH2:8][OH:9].[S:10]([Cl:11])([Cl:12])=[O:13]>>[F:1][c:2]1[n:3][cH:4][cH:5][cH:6][c:7]1[CH2:8][Cl:12]. Reactants: BrC1=CC=C(C=C1)C1=C(C(=NO1)C)NC(COC1=CC=CC=C1)C ([5-(4-bromo-phenyl)-3-methyl-isoxazol-4-yl]-(1-methyl-2-phenoxy-ethyl)-amine), C(C)OC(=O)C1(CC1)C1=CC=C(C=C1)B1OC(C(O1)(C)C)(C)C (1-[4-(4,4,5,5-tetramethyl-[1,3,2]dioxaborolan-2-yl)-phenyl]-cyclopropanecarboxylic acid ethyl ester). The product is C(C)OC(=O)C1(CC1)C1=CC=C(C=C1)C1=CC=C(C=C1)C1=C(C(=NO1)C)NC(COC1=CC=CC=C1)C (1-{4′-[3-Methyl-4-(1-methyl-2-phenoxy-ethylamino)-isoxazol-5-yl]-biphenyl-4-yl}-cyclopropanecarboxylic acid ethyl ester). As a reaction SMILES: Br[C:2]1[CH:7]=[CH:6][C:5]([C:8]2[O:12][N:11]=[C:10]([CH3:13])[C:9]=2[NH:14][CH:15]([CH3:24])[CH2:16][O:17][C:18]2[CH:23]=[CH:22][CH:21]=[CH:20][CH:19]=2)=[CH:4][CH:3]=1.[CH2:25]([O:27][C:28]([C:30]1([C:33]2[CH:38]=[CH:37][C:36](B3OC(C)(C)C(C)(C)O3)=[CH:35][CH:34]=2)[CH2:32][CH2:31]1)=[O:29])[CH3:26]>>[CH2:25]([O:27][C:28]([C:30]1([C:33]2[CH:38]=[CH:37][C:36]([C:2]3[CH:7]=[CH:6][C:5]([C:8]4[O:12][N:11]=[C:10]([CH3:13])[C:9]=4[NH:14][CH:15]([CH3:24])[CH2:16][O:17][C:18]4[CH:23]=[CH:22][CH:21]=[CH:20][CH:19]=4)=[CH:4][CH:3]=3)=[CH:35][CH:34]=2)[CH2:31][CH2:32]1)=[O:29])[CH3:26]. Procedure: Prepared according to the procedure described in Example 1, Step 7, using [5-(4-bromo-phenyl)-3-methyl-isoxazol-4-yl]-(1-methyl-2-phenoxy-ethyl)-amine and 1-[4-(4,4,5,5-tetramethyl-[1,3,2]dioxaborolan-2-yl)-phenyl]-cyclopropanecarboxylic acid ethyl ester.